This data is from the Open Reaction Database (ORD), a public repository of structured organic reaction records. The task is: describe an organic reaction: reactants, conditions, products, and yield The reactants are C(C)(C)(C)OC(N[C@H]1CN(C[C@H]1CF)CC1=CC=CC=C1)=O (((3R,4R)-1-Benzyl-4-fluoromethyl-pyrrolidin-3-yl)-carbamic acid tert-butyl ester), ClC(=O)OCC1=CC=CC=C1 (benzyl chloroformate), C(C)(C)N(CC)C(C)C (diisopropylethylamine). Product: C(C1=CC=CC=C1)OC(=O)N1C[C@@H]([C@@H](C1)CF)NC(=O)OC(C)(C)C ((3R,4R)-3-tert-Butoxycarbonylamino-4-fluoromethyl-pyrrolidine-1-carboxylic acid benzyl ester), oil. As a reaction SMILES: [C:1]([O:5][C:6](=[O:22])[NH:7][C@@H:8]1[C@H:12]([CH2:13][F:14])[CH2:11][N:10](CC2C=CC=CC=2)[CH2:9]1)([CH3:4])([CH3:3])[CH3:2].C(N(C(C)C)CC)(C)C.Cl[C:33]([O:35][CH2:36][C:37]1[CH:42]=[CH:41][CH:40]=[CH:39][CH:38]=1)=[O:34]>CO.[Pd]>[CH2:36]([O:35][C:33]([N:10]1[CH2:11][C@@H:12]([CH2:13][F:14])[C@@H:8]([NH:7][C:6]([O:5][C:1]([CH3:4])([CH3:3])[CH3:2])=[O:22])[CH2:9]1)=[O:34])[C:37]1[CH:42]=[CH:41][CH:40]=[CH:39][CH:38]=1. The solvent is CO (methanol). Reported procedure: A solution of ((3R,4R)-1-Benzyl-4-fluoromethyl-pyrrolidin-3-yl)-carbamic acid tert-butyl ester (1 g, 3.24 mmol) in methanol (20 mL) was hydrogenated at 1 atm with 10% palladium on carbon (100 mg) for 24 hours. He crude reaction mixture was filter through celite then concentrate to an oil. The crude amine was dissolved in dichloromethane (8 ml) then cooled to 0 C and diisopropylethylamine (619 ul, 3.57 mmol) was added followed by benzyl chloroformate (507 ul, 3.57 mmol, 1.1 equiv.). The crude rea... The reagents and catalysts are [Pd] (palladium on carbon). Starting materials: C[O-].[Na+] (sodium methanolate), C(C)(C)(C)NC(=O)C=1N=C(SC1)Br (2-bromothiazole-4-carboxylic acid-tert.-butylamide). Run in CO (methanol), CO (methanol). Product: C(C)(C)(C)NC(=O)C=1N=C(SC1)OC (2-Methoxythiazole-4-carboxylic acid-tert.-butylamide). Isolated yield 97.4%. Reaction SMILES: [CH3:1][O-:2].[Na+].[C:4]([NH:8][C:9]([C:11]1[N:12]=[C:13](Br)[S:14][CH:15]=1)=[O:10])([CH3:7])([CH3:6])[CH3:5]>CO>[C:4]([NH:8][C:9]([C:11]1[N:12]=[C:13]([O:2][CH3:1])[S:14][CH:15]=1)=[O:10])([CH3:7])([CH3:6])[CH3:5] |f:0.1|. Reported procedure: At 25° C., 8.90 g of a 30% strength solution (49 mmol) of sodium methanolate in methanol was added to a solution of 12.00 g (46 mmol) of 2-bromothiazole-4-carboxylic acid-tert.-butylamide in 150 ml of methanol. The mixture was boiled under reflux for four hours, the clear solution was evaporated down, the residue was taken up in 300 ml of diethyl ether and filtered, and the solvent was removed under reduced pressure. There was obtained 9.60 g (98%) of the product as a yellow oil. Conditions: time 1 hour. The solvent is CO.O (MeOH—H2O). The product is C1=CN(C(=O)NC1=O)[C@H]2[C@@H]([C@@H]([C@H](O2)COP(=O)(O)OP(=O)(O)O)O)O.OC1[C@@H]([C@@H](O)[C@H](O)[C@H](O1)CN)NC(=O)C (UDP GlcNAc6NH2). As a reaction SMILES: [CH:1]1[C:7](=[O:8])[NH:6][C:4](=[O:5])[N:3]([C@@H:9]2[O:13][C@H:12]([CH2:14][O:15][P:16]([O:19][P:20]([OH:23])([OH:22])=[O:21])([OH:18])=[O:17])[C@@H:11]([OH:24])[C@H:10]2[OH:25])[CH:2]=1.[OH:26][CH:27]1[O:34][C@H:33]([CH2:35]ON=[N+]=[N-])[C@@H:31]([OH:32])[C@H:29]([OH:30])[C@H:28]1[NH:40][C:41]([CH3:43])=[O:42]>CO.O.[Pd]>[CH:1]1[C:7](=[O:8])[NH:6][C:4](=[O:5])[N:3]([C@@H:9]2[O:13][C@H:12]([CH2:14][O:15][P:16]([O:19][P:20]([OH:22])([OH:23])=[O:21])([OH:18])=[O:17])[C@@H:11]([OH:24])[C@H:10]2[OH:25])[CH:2]=1.[OH:26][CH:27]1[O:34][C@H:33]([CH2:35][NH2:3])[C@@H:31]([OH:32])[C@H:29]([OH:30])[C@H:28]1[NH:40][C:41]([CH3:43])=[O:42] |f:0.1,2.3,5.6|. Procedure: UDP-GlcNAc6N3 (T5b-12 or F5-9) (100 mg, 0.16 mmol) was dissolved in MeOH—H2O (10 mL, 1:1, v/v) and 20 mg of Pd/C was added. The mixture was shaken under H2 gas (4 Bar) for 1 hr, filtered, and concentrated. The residue was purified by flash column chromatography (EtOAc:MeOH:H2O=3:2:1, by volume) to afford UDP-GlcNAc6NH2 F5-10 in 96% yield (93 mg). 1H NMR (600 MHz, D2O) δ 7.90 (d, J=8.4 Hz, 1H), 5.89-5.93 (m, 2H), 5.48 (dd, J=6.6, 3.0 Hz, 1H), 4.30-4.32 (m, 2H), 4.20-4.23 (m, 2H), 4.08-4.15 (m, 2H... Reactants: C1=CN(C(=O)NC1=O)[C@H]2[C@@H]([C@@H]([C@H](O2)COP(=O)(O)OP(=O)(O)O)O)O.OC1[C@@H]([C@@H](O)[C@H](O)[C@H](O1)CON=[N+]=[N-])NC(=O)C (UDP GlcNAc6N3). Reagents/catalysts: [Pd] (Pd/C). The yield is 96.0%. Reactants: C=CCC1CCCC(OCc2nc(-c3cccc(C)c3)oc2C)C1, COC(C)(C)C, CCOCC, [O-][I+3]([O-])([O-])[O-], [Na+], O. Yields the product Cc1cccc(-c2nc(COC3CCCC(CC=O)C3)c(C)o2)c1. As a reaction SMILES: [CH2:1]([CH:2]=[CH2:3])[CH:4]1[CH2:5][CH:6]([O:10][CH2:11][c:12]2[n:13][c:14](-[c:18]3[cH:19][c:20]([CH3:24])[cH:21][cH:22][cH:23]3)[o:15][c:16]2[CH3:17])[CH2:7][CH2:8][CH2:9]1.[CH3:31][O:32][C:33]([CH3:34])([CH3:35])[CH3:36].[CH3:37][CH2:38][O:39][CH2:40][CH3:41].[I+3:25]([O-:26])([O-:27])([O-:28])[O-:29].[Na+:30].[OH2:42]>>[CH2:1]([CH:2]=[O:26])[CH:4]1[CH2:5][CH:6]([O:10][CH2:11][c:12]2[n:13][c:14](-[c:18]3[cH:19][c:20]([CH3:24])[cH:21][cH:22][cH:23]3)[o:15][c:16]2[CH3:17])[CH2:7][CH2:8][CH2:9]1. The reactants are NC(=O)CBr, CCCCn1nc(C(C)C)c(O)c(C2=Nc3ccc(O)cc3S(=O)(=O)N2)c1=O, [K+], [K+], O=C([O-])[O-], CN(C)C=O. Product: CCCCn1nc(C(C)C)c(O)c(C2=Nc3ccc(OCC(N)=O)cc3S(=O)(=O)N2)c1=O. RXN SMILES: [Br:29][CH2:30][C:31](=[O:32])[NH2:33].[CH2:1]([CH2:2][CH2:3][CH3:4])[n:5]1[n:6][c:7]([CH:26]([CH3:27])[CH3:28])[c:8]([OH:25])[c:9]([C:12]2=[N:17][c:16]3[c:15]([cH:21][c:20]([OH:22])[cH:19][cH:18]3)[S:14](=[O:23])(=[O:24])[NH:13]2)[c:10]1=[O:11].[K+:34].[K+:35].[O-:36][C:37]([O-:38])=[O:39].[O:40]=[CH:41][N:42]([CH3:43])[CH3:44]>>[CH2:1]([CH2:2][CH2:3][CH3:4])[n:5]1[n:6][c:7]([CH:26]([CH3:27])[CH3:28])[c:8]([OH:25])[c:9]([C:12]2=[N:17][c:16]3[c:15]([cH:21][c:20]([O:22][CH2:30][C:31](=[O:32])[NH2:33])[cH:19][cH:18]3)[S:14](=[O:23])(=[O:24])[NH:13]2)[c:10]1=[O:11]. Starting materials: CC1=NC2=CC=CC=C2C(N1C1=C(C=C(C=C1)C#CC1=CC=CC=C1)C)=O (2-methyl-3-(2-methyl-4-(phenylethynyl)phenyl)quinazolin-4(3H)-one), OC1=CC=C(C=O)C=C1 (4-hydroxy benzaldehyde). The solvent is C(C)(=O)O (acetic acid). Reaction conditions: time 8 hour. Product: OC1=CC=C(/C=C/C2=NC3=CC=CC=C3C(N2C2=C(C=C(C=C2)C#CC2=CC=CC=C2)C)=O)C=C1 ((E)-2-(4-hydroxystyryl)-3-(2-methyl-4-(phenylethynyl)phenyl)quinazolin-4(3H)-one). Reaction SMILES: [CH3:1][C:2]1[N:11]([C:12]2[CH:17]=[CH:16][C:15]([C:18]#[C:19][C:20]3[CH:25]=[CH:24][CH:23]=[CH:22][CH:21]=3)=[CH:14][C:13]=2[CH3:26])[C:10](=[O:27])[C:9]2[C:4](=[CH:5][CH:6]=[CH:7][CH:8]=2)[N:3]=1.[OH:28][C:29]1[CH:36]=[CH:35][C:32]([CH:33]=O)=[CH:31][CH:30]=1>C(O)(=O)C>[OH:28][C:29]1[CH:36]=[CH:35][C:32](/[CH:33]=[CH:1]/[C:2]2[N:11]([C:12]3[CH:17]=[CH:16][C:15]([C:18]#[C:19][C:20]4[CH:25]=[CH:24][CH:23]=[CH:22][CH:21]=4)=[CH:14][C:13]=3[CH3:26])[C:10](=[O:27])[C:9]3[C:4](=[CH:5][CH:6]=[CH:7][CH:8]=3)[N:3]=2)=[CH:31][CH:30]=1. Procedure details: 4-iodo-2-methylbenzenamine (24, 233 mg, 1 mmol) on reaction with ethynyl benzene (25a, 102 mg, 1 mmol) by employing Sonagashira coupling conditions using Pd(PPh3)4 (69.3 mg, 0.06 equiv) as catalyst, CuI (22.8 mg, 0.12 equiv) as cocatalyst, butyl amine (261 mg, 3 equiv) as base and ether as solvent and kept the reaction for 6 h. After completion of the reaction as indicated by TLC and the reaction mixture is extracted into ether (4×25 mL) from the aqueous layer and concentrated in vacuo. The comp... Starting materials: BrC1=NC=C(C=C1)Br (2,5-dibromopyridine), O1CCC(CC1)O (tetrahydropyran-4-ol), ( b ). The product is O1CCC(CC1)OC1=NC=C(C=C1)Br (2-(Tetrahydropyran-4-yloxy)-5-bromopridine). Reaction SMILES: Br[C:2]1[CH:7]=[CH:6][C:5]([Br:8])=[CH:4][N:3]=1.[O:9]1[CH2:14][CH2:13][CH:12]([OH:15])[CH2:11][CH2:10]1>>[O:9]1[CH2:14][CH2:13][CH:12]([O:15][C:2]2[CH:7]=[CH:6][C:5]([Br:8])=[CH:4][N:3]=2)[CH2:11][CH2:10]1. Procedure: Prepared from 2,5-dibromopyridine and tetrahydropyran-4-ol by the method of Example 10 (b). The reactants are C1COCCO1, CI, CCOCC, CCCCCC, CC1C(=O)CCC1=O, [K+], [OH-], O. Yields the product CC1(C)C(=O)CCC1=O. As a reaction SMILES: [CH2:19]1[O:20][CH2:21][CH2:22][O:23][CH2:24]1.[CH3:11][I:12].[CH3:13][CH2:14][O:15][CH2:16][CH3:17].[CH3:25][CH2:26][CH2:27][CH2:28][CH2:29][CH3:30].[CH3:3][CH:4]1[C:5](=[O:10])[CH2:6][CH2:7][C:8]1=[O:9].[K+:2].[OH-:1].[OH2:18]>>[CH3:3][C:4]1([CH3:13])[C:5](=[O:10])[CH2:6][CH2:7][C:8]1=[O:9]. The reactants are C(C)N(C1=C(C=CC(=C1)OC)[C@@H]1CC=2C=CC(=CC2CC1)OC(C(C)(C)C)=O)C(C1=CC=C(C=C1)O)=O (pivalic acid (S)-6-{2-[ethyl(4-hydroxybenzoyl)amino]-4-methoxyphenyl}-5,6,7,8-tetrahydronaphthalen-2-yl ester), N1(CCCCCCC1)C(CCl)=O (1-azocan-1-yl-2-chloroethanone). Yields the product N1(CCCCCCC1)CCOC1=CC=C(CCCNC2=C(C=CC(=C2)OC)[C@@H]2CC=3C=CC(=CC3CC2)O)C=C1 ((S)-6-{2-{[4-(2-Azocan-1-ylethoxy)benzyl]ethylamino}-4-methoxyphenyl}-5,6,7,8-tetrahydronaphthalen-2-ol). Isolated yield 83.2%. Reaction SMILES: [CH2:1]([N:3](C(=O)C1C=CC(O)=CC=1)[C:4]1[CH:9]=[C:8]([O:10][CH3:11])[CH:7]=[CH:6][C:5]=1[C@H:12]1[CH2:21][CH2:20][C:19]2[CH:18]=[C:17]([O:22]C(=O)C(C)(C)C)[CH:16]=[CH:15][C:14]=2[CH2:13]1)[CH3:2].[N:38]1([C:46](=O)[CH2:47]Cl)[CH2:45][CH2:44][CH2:43][CH2:42][CH2:41][CH2:40][CH2:39]1>>[N:38]1([CH2:46][CH2:47][O:10][C:8]2[CH:9]=[CH:4][C:5]([CH2:12][CH2:2][CH2:1][NH:3][C:4]3[CH:9]=[C:8]([O:10][CH3:11])[CH:7]=[CH:6][C:5]=3[C@H:12]3[CH2:21][CH2:20][C:19]4[CH:18]=[C:17]([OH:22])[CH:16]=[CH:15][C:14]=4[CH2:13]3)=[CH:6][CH:7]=2)[CH2:45][CH2:44][CH2:43][CH2:42][CH2:41][CH2:40][CH2:39]1. Procedure: Synthesized from pivalic acid (S)-6-{2-[ethyl(4-hydroxybenzoyl)amino]-4-methoxyphenyl}-5,6,7,8-tetrahydronaphthalen-2-yl ester (20 mg) and 1-azocan-1-yl-2-chloroethanone (15 mg) according to an analogous synthetic method to Example 404 and purified by LC-MS, the title compound (9.0 mg) was obtained.